Dataset: the Open Reaction Database (ORD), a public repository of structured organic reaction records. Task: describe an organic reaction: reactants, conditions, products, and yield Starting materials: OC1=C(C=C(C=C1)CCC(=O)OCC)C1=C(C=CC(=C1)CCC(=O)OCC)O (2,2'-dihydroxy-5,5'-bis (2-ethoxycarbonylethyl) biphenyl), C(CCCCCC)Br (heptyl bromide), C([O-])([O-])=O.[K+].[K+] (potassium carbonate). The reagents and catalysts are [Cu] (copper). Run in CN(C)C=O (DMF). Product: C(CCCCCC)OC1=C(C=C(C=C1)CCC(=O)OCC)C1=C(C=CC(=C1)CCC(=O)OCC)O (2-heptyloxy-2'-hydroxy-5,5'-bis (2-ethoxycarbonylethyl) biphenyl). The yield is 74.7%. RXN SMILES: [OH:1][C:2]1[CH:7]=[CH:6][C:5]([CH2:8][CH2:9][C:10]([O:12][CH2:13][CH3:14])=[O:11])=[CH:4][C:3]=1[C:15]1[CH:20]=[C:19]([CH2:21][CH2:22][C:23]([O:25][CH2:26][CH3:27])=[O:24])[CH:18]=[CH:17][C:16]=1[OH:28].[CH2:29](Br)[CH2:30][CH2:31][CH2:32][CH2:33][CH2:34][CH3:35].C(=O)([O-])[O-].[K+].[K+]>[Cu].CN(C=O)C>[CH2:29]([O:1][C:2]1[CH:7]=[CH:6][C:5]([CH2:8][CH2:9][C:10]([O:12][CH2:13][CH3:14])=[O:11])=[CH:4][C:3]=1[C:15]1[CH:20]=[C:19]([CH2:21][CH2:22][C:23]([O:25][CH2:26][CH3:27])=[O:24])[CH:18]=[CH:17][C:16]=1[OH:28])[CH2:30][CH2:31][CH2:32][CH2:33][CH2:34][CH3:35] |f:2.3.4|. Reported procedure: To 4 ml of a DMF solution containing 94 mg (0.2435 mmol) of 2,2'-dihydroxy-5,5'-bis (2-ethoxycarbonylethyl) biphenyl and 394.4 μl (2.435 mmol) of heptyl bromide, there were added 40.3 mg (0.3109 mmol) of anhydrous potassium carbonate and a small amount of copper powder and the resulting mixture was agitated overnight at room temperature. The reaction mixture was filtered by suction through elite to remove the solid matter and the filtrate was washed with ethyl acetate. After the solvent in the f... Starting materials: [H-].[Na+] (sodium hydride), O=C1C(CCC1)C(=O)OC (methyl 2-oxocyclopentanecarboxylate), FC1=C(CBr)C=CC(=C1)F (2,4-difluorobenzyl bromide), [H][H] (hydrogen). Run in CN(C)C=O (DMF), CCCCCC (n-hexane). Run at time 30 minute. Product: FC1=C(CC2(C(CCC2)=O)C(=O)OC)C=CC(=C1)F (Methyl 1-(2,4-difluorobenzyl)-2-oxocyclopentanecarboxylate). As a reaction SMILES: [H-].[Na+].[O:3]=[C:4]1[CH2:8][CH2:7][CH2:6][CH:5]1[C:9]([O:11][CH3:12])=[O:10].[H][H].[F:15][C:16]1[CH:23]=[C:22]([F:24])[CH:21]=[CH:20][C:17]=1[CH2:18]Br>CN(C=O)C.CCCCCC>[F:15][C:16]1[CH:23]=[C:22]([F:24])[CH:21]=[CH:20][C:17]=1[CH2:18][C:5]1([C:9]([O:11][CH3:12])=[O:10])[CH2:6][CH2:7][CH2:8][C:4]1=[O:3] |f:0.1|. Reported procedure: To a stirred suspension of n-hexane-washed sodium hydride (0.58 g, 24 mmol, 1.2 eq), there was added a solution of methyl 2-oxocyclopentanecarboxylate (2.84 g, 20.0 mmol, 1.0 eq) in DMF (20 ml) at 10° C. After the suspension had been heated at room temperature and then stirred for 30 min, the suspension became yellowish. Upon confirmation of the terminal evolution of hydrogen, the resulting solution was again warmed to 10° C. and 2,4-difluorobenzyl bromide (5.38 g, 26.0 mmol, 1.3 eq) was added. ... Reactants: C(C1=CC=CC=C1)C=1C=C2C(C(=CNC2=CC1)C(=O)OCC)=O (ethyl 6-benzyl-1,4-dihydro-4-oxoquinoline-3-carboxylate), P(=O)(Cl)(Cl)Cl (phosphorus oxychloride), ice water. The product is C(C1=CC=CC=C1)C=1C=C2C(=C(C=NC2=CC1)C(=O)OCC)Cl (Ethyl 6-Benzyl-4-Chloroquinoline-3-Carboxylate). RXN SMILES: [CH2:1]([C:8]1[CH:9]=[C:10]2[C:15](=[CH:16][CH:17]=1)[NH:14][CH:13]=[C:12]([C:18]([O:20][CH2:21][CH3:22])=[O:19])[C:11]2=O)[C:2]1[CH:7]=[CH:6][CH:5]=[CH:4][CH:3]=1.P(Cl)(Cl)([Cl:26])=O>>[CH2:1]([C:8]1[CH:9]=[C:10]2[C:15](=[CH:16][CH:17]=1)[N:14]=[CH:13][C:12]([C:18]([O:20][CH2:21][CH3:22])=[O:19])=[C:11]2[Cl:26])[C:2]1[CH:7]=[CH:6][CH:5]=[CH:4][CH:3]=1. Reported procedure: A mixture of ethyl 6-benzyl-1,4-dihydro-4-oxoquinoline-3-carboxylate (A, 1.96 g) and phosphorus oxychloride (10 mL) was refluxed for 15 min. The solution was poured into ice water containing concentrated ammonia solution (15 mL), and the resulting mixture was extracted with dichloromethane. The organic layer was washed with brine, dried over anhydrous sodium sulfate, and evaporated in vacuo to afford crude the title compound (2.77 g) as a brown oil: 1H NMR (400 MHz, CDCl3) δ 1.48 (t, J=6.8 Hz, 3... Reactants: C(CCCCC)SC(C(=O)O)CCCCCCCC (2-(hexylthio)decanoic acid), NC1=C2C=CC=NC2=CC=C1[N+](=O)[O-] (5-amino-6-nitroquinoline), NC1=C2C=CC=NC2=CC=C1N (5,6-Diaminoquinoline), NC1=C2C=CC=NC2=CC=C1NC(=O)C (5-amino-6-acetaminoquinoline), C(C)(=O)OC(C)=O (acetic anhydride), NC1=C2C=CC=NC2=CC=C1NC(=O)C (5-amino-6-acetaminoquinoline), NC1=C2C=CC=NC2=CC=C1N (5,6-diaminoquinoline), [Sn](Cl)Cl (tin (II) chloride). Run in N1=CC=CC=C1 (pyridine). Product: N(C(=O)C)C=1C(=C2C=CC=NC2=CC1)NC(C(CCCCCCCC)SCCCCCC)=O (N-(6-acetaminoquinolin-5-yl)-2-(hexylthio)decanoic amide). RXN SMILES: NC1C([N+]([O-])=O)=CC=C2C=1C=CC=N2.NC1C(N)=CC=C2C=1C=CC=N2.[Sn](Cl)Cl.[NH2:30][C:31]1[C:40]([NH:41][C:42]([CH3:44])=[O:43])=[CH:39][CH:38]=[C:37]2[C:32]=1[CH:33]=[CH:34][CH:35]=[N:36]2.C(OC(=O)C)(=O)C.[CH2:52]([S:58][CH:59]([CH2:63][CH2:64][CH2:65][CH2:66][CH2:67][CH2:68][CH2:69][CH3:70])[C:60](O)=[O:61])[CH2:53][CH2:54][CH2:55][CH2:56][CH3:57]>N1C=CC=CC=1>[NH:41]([C:40]1[C:31]([NH:30][C:60](=[O:61])[CH:59]([S:58][CH2:52][CH2:53][CH2:54][CH2:55][CH2:56][CH3:57])[CH2:63][CH2:64][CH2:65][CH2:66][CH2:67][CH2:68][CH2:69][CH3:70])=[C:32]2[C:37](=[CH:38][CH:39]=1)[N:36]=[CH:35][CH:34]=[CH:33]2)[C:42]([CH3:44])=[O:43]. Reported procedure: Commercially available 5-amino-6-nitroquinoline was reduced to 5,6-diaminoquinoline using a procedure analogous to that described in Example 34, except tin (II) chloride was used in place of iron. 5,6-Diaminoquinoline was converted to 5-amino-6-acetaminoquinoline by reaction with acetic anhydride and pyridine. Using the procedure outlined in Example 25, 5-amino-6-acetaminoquinoline and 2-(hexylthio)decanoic acid were coupled to give the title compound. Mass spectrum m/e: 471.3 (M+). Starting materials: C(C)(=O)OCC=1CS[C@H]2N(C1C(=O)O)C(C2NC(C(=NOCCN)C=2N=C(SC2)NC(C2=CC=CC=C2)(C2=CC=CC=C2)C2=CC=CC=C2)=O)=O (3-acetoxymethyl-7-[2-(2-tritylamino-4-thiazolyl)-2-(2-aminoethoxyimino)-acetamido]-ceph-3-eme-4-carboxylic acid). Run in C(=O)O (formic acid). Reaction conditions: temperature 50 celsius. Product: C(C)(=O)OCC=1CS[C@H]2N(C1C(=O)O)C(C2NC(C(=NOCCN)C=2N=C(SC2)N)=O)=O (3-acetoxymethyl-7-[2-(2-amino-4-thiazolyl)-2-(2-aminoethoxyimino)-acetamido]-ceph-3-eme-4-carboxylic acid). Reaction SMILES: [C:1]([O:4][CH2:5][C:6]1[CH2:7][S:8][C@@H:9]2[CH:16]([NH:17][C:18](=[O:50])[C:19]([C:25]3[N:26]=[C:27]([NH:30]C(C4C=CC=CC=4)(C4C=CC=CC=4)C4C=CC=CC=4)[S:28][CH:29]=3)=[N:20][O:21][CH2:22][CH2:23][NH2:24])[C:15](=[O:51])[N:10]2[C:11]=1[C:12]([OH:14])=[O:13])(=[O:3])[CH3:2]>C(O)=O>[C:1]([O:4][CH2:5][C:6]1[CH2:7][S:8][C@@H:9]2[CH:16]([NH:17][C:18](=[O:50])[C:19]([C:25]3[N:26]=[C:27]([NH2:30])[S:28][CH:29]=3)=[N:20][O:21][CH2:22][CH2:23][NH2:24])[C:15](=[O:51])[N:10]2[C:11]=1[C:12]([OH:14])=[O:13])(=[O:3])[CH3:2]. Procedure details: A mixture of 1.054 g of the product of Step A and 5 ml of 70% aqueous formic acid was heated at 50° C. for 15 minutes and the mixture was vacuum filtered to remove triphenylcarbinol. The filtrate was evaporated to dryness under reduced pressure and the residue was taken up in water. The mixture was filtered and the filtrate was evaporated to dryness and the residue was taken up in ethanol. After efflorescence, the mixture was vacuum filtered to obtain 0.125 g of the syn isomer of 3-acetoxymethyl...